Dataset: the Open Reaction Database (ORD), a public repository of structured organic reaction records. Task: describe an organic reaction: reactants, conditions, products, and yield Product: C(C1=CC=CC=C1)OC1=C(C(=O)Cl)C=CC(=C1)CNC(=O)OCC1=CC=CC=C1 (2-benzyloxy-4-benzyloxycarbonylaminomethylbenzoyl chloride). Reaction SMILES: S(Cl)([Cl:3])=O.[CH2:5]([O:12][C:13]1[CH:21]=[C:20]([CH2:22][NH:23][C:24]([O:26][CH2:27][C:28]2[CH:33]=[CH:32][CH:31]=[CH:30][CH:29]=2)=[O:25])[CH:19]=[CH:18][C:14]=1[C:15](O)=[O:16])[C:6]1[CH:11]=[CH:10][CH:9]=[CH:8][CH:7]=1>CN(C)C=O.ClCCl>[CH2:5]([O:12][C:13]1[CH:21]=[C:20]([CH2:22][NH:23][C:24]([O:26][CH2:27][C:28]2[CH:33]=[CH:32][CH:31]=[CH:30][CH:29]=2)=[O:25])[CH:19]=[CH:18][C:14]=1[C:15]([Cl:3])=[O:16])[C:6]1[CH:11]=[CH:10][CH:9]=[CH:8][CH:7]=1. Procedure details: Thionyl chloride (1.55 ml) and dimethylformamide (2 drops) were added to a solution of 2-benzyloxy-4-benzyloxycarbonylaminomethylbenzoic acid (7.1 g) in dichloromethane (50 ml), and the mixture was refluxed under heating for 1.5 hours. After the reaction, the solvent was evaporated under reduced pressure to give 2-benzyloxy-4-benzyloxycarbonylaminomethylbenzoyl chloride as crystals. Then, the crystals were dissolved in acetonitrile (50 ml), and the solution was dropwise added to a solution of 4-... The solvent is ClCCl (dichloromethane). The reactants are S(=O)(Cl)Cl (Thionyl chloride), C(C1=CC=CC=C1)OC1=C(C(=O)O)C=CC(=C1)CNC(=O)OCC1=CC=CC=C1 (2-benzyloxy-4-benzyloxycarbonylaminomethylbenzoic acid). The reagents and catalysts are CN(C=O)C (dimethylformamide). Product: COC(=O)c1cc(Br)cc(N(CC(F)(F)F)C2CCOCC2)c1C. Starting materials: [BH4-], COC(=O)c1cc(Br)cc(NC2CCOCC2)c1C, Cl, O=C(O)C(F)(F)F, [Na+], [Na+], [OH-]. Reaction SMILES: [BH4-:27].[Br:1][c:2]1[cH:3][c:4]([NH:13][CH:14]2[CH2:15][CH2:16][O:17][CH2:18][CH2:19]2)[c:5]([CH3:12])[c:6]([C:7](=[O:8])[O:9][CH3:10])[cH:11]1.[ClH:31].[F:20][C:21]([C:22]([OH:23])=[O:24])([F:25])[F:26].[Na+:28].[Na+:30].[OH-:29]>>[Br:1][c:2]1[cH:3][c:4]([N:13]([CH:14]2[CH2:15][CH2:16][O:17][CH2:18][CH2:19]2)[CH2:22][C:21]([F:20])([F:25])[F:26])[c:5]([CH3:12])[c:6]([C:7](=[O:8])[O:9][CH3:10])[cH:11]1.